From a dataset of the Open Reaction Database (ORD), a public repository of structured organic reaction records. describe an organic reaction: reactants, conditions, products, and yield Product: C(C1=CC=CC=C1)OC1=C(CSC2=CC=C(C(=O)Cl)C=C2)C=CC=C1 (4-[2-benzyloxybenzylthio]benzoylchloride). Procedure: 4-[2-benzyloxybenzylthio]benzoic acid (6.3 g) and oxalyl chloride (2.26 g) were stirred in dichloromethane (100 ml) for 18 hours. The solvent was evaporated to give 4-[2-benzyloxybenzylthio]benzoylchloride which was dissolved in dichloromethane. Reactants: C(C1=CC=CC=C1)OC1=C(CSC2=CC=C(C(=O)O)C=C2)C=CC=C1 (4-[2-benzyloxybenzylthio]benzoic acid), C(C(=O)Cl)(=O)Cl (oxalyl chloride). The solvent is ClCCl (dichloromethane). As a reaction SMILES: [CH2:1]([O:8][C:9]1[CH:25]=[CH:24][CH:23]=[CH:22][C:10]=1[CH2:11][S:12][C:13]1[CH:21]=[CH:20][C:16]([C:17](O)=[O:18])=[CH:15][CH:14]=1)[C:2]1[CH:7]=[CH:6][CH:5]=[CH:4][CH:3]=1.C(Cl)(=O)C([Cl:29])=O>ClCCl>[CH2:1]([O:8][C:9]1[CH:25]=[CH:24][CH:23]=[CH:22][C:10]=1[CH2:11][S:12][C:13]1[CH:21]=[CH:20][C:16]([C:17]([Cl:29])=[O:18])=[CH:15][CH:14]=1)[C:2]1[CH:7]=[CH:6][CH:5]=[CH:4][CH:3]=1. Starting materials: O[C@@H](C=C)[C@H](CC1CCCCC1)NC(=O)OC(C)(C)C ((3S,4S)-3-Hydroxy-4-tert-butyloxycarbonylamino-5-cyclohexyl-1-pentene), [Si](C)(C)(C(C)(C)C)Cl (tert-butyldimethylsilyl chloride), N1C=NC=C1 (imidazole), C(C)(=O)OCC (ethyl acetate). The solvent is CN(C)C=O (DMF). Run at time 12 hour. Yields the product [Si](C)(C)(C(C)(C)C)O[C@@H](C=C)[C@H](CC1CCCCC1)NC(=O)OC(C)(C)C ((3S,4S)-3-tert-Butyldimethylsilyloxy-4-tertbutoxycarbonylamino-5-cyclohexyl-1-pentene). The yield is 95.8%. Reaction SMILES: [OH:1][C@H:2]([C@@H:5]([NH:13][C:14]([O:16][C:17]([CH3:20])([CH3:19])[CH3:18])=[O:15])[CH2:6][CH:7]1[CH2:12][CH2:11][CH2:10][CH2:9][CH2:8]1)[CH:3]=[CH2:4].[Si:21](Cl)([C:24]([CH3:27])([CH3:26])[CH3:25])([CH3:23])[CH3:22].N1C=CN=C1.C(OCC)(=O)C>CN(C=O)C>[Si:21]([O:1][C@H:2]([C@@H:5]([NH:13][C:14]([O:16][C:17]([CH3:20])([CH3:19])[CH3:18])=[O:15])[CH2:6][CH:7]1[CH2:8][CH2:9][CH2:10][CH2:11][CH2:12]1)[CH:3]=[CH2:4])([C:24]([CH3:27])([CH3:26])[CH3:25])([CH3:23])[CH3:22]. Procedure details: To the resultant compound from Example 20 (0.264 g, 0.932 mmol) in DMF (4 ml) was added tert-butyldimethylsilyl chloride (0.300 g, 1.99 mmol) and imidazole (0.269 g, 3.95 mmol). The mixture was stirred at room temperature for 12 hours, poured into ethyl acetate and washed sequentially with 0.5M H3PO4, saturated NaHCO3 solution and brine, then dried over Na2SO4 and evaporated to afford 0.355 g (96%) of the desired compound. Mass spectrum: (M+H)+ =398. Reactants: [OH-].[Na+] (sodium hydroxide), C(C)(=O)NCC1=CC=C(O1)C=1N=C(SC1)NC(=S)NC(C1=CC=CC=C1)=O (4-(5-acetylaminomethylfuran-2-yl)-2-(3-benzoylthioureido)thiazole). The solvent is O (water), CO (methanol). Run at temperature 60 celsius, time 2 hour. The product is C(C)(=O)NCC1=CC=C(O1)C=1N=C(SC1)NC(=S)N (4-(5-acetylaminomethylfuran-2-yl)-2-thioureidothiazole). The yield is 73.8%. RXN SMILES: [OH-].[Na+].[C:3]([NH:6][CH2:7][C:8]1[O:12][C:11]([C:13]2[N:14]=[C:15]([NH:18][C:19]([NH:21]C(=O)C3C=CC=CC=3)=[S:20])[S:16][CH:17]=2)=[CH:10][CH:9]=1)(=[O:5])[CH3:4]>O.CO>[C:3]([NH:6][CH2:7][C:8]1[O:12][C:11]([C:13]2[N:14]=[C:15]([NH:18][C:19]([NH2:21])=[S:20])[S:16][CH:17]=2)=[CH:10][CH:9]=1)(=[O:5])[CH3:4] |f:0.1|. Procedure: A solution of sodium hydroxide (0.55 g) in water (5 ml) was added to a suspension of 4-(5-acetylaminomethylfuran-2-yl)-2-(3-benzoylthioureido)thiazole (5.40 g) in methanol (50 ml) and the mixture was stirred at 60° C. for two hours. Following evaporation in vacuo, the residue was mixed with water (50 ml) and ethyl acetate (15 ml) and stirred for several minutes. The resulting precipitate was collected by filtration and washed with water and ethyl acetate to afford 4-(5-acetylaminomethylfuran-2-y...